This data is from the Open Reaction Database (ORD), a public repository of structured organic reaction records. The task is: describe an organic reaction: reactants, conditions, products, and yield Reactants: [Li+].[OH-] (LiOH), BrC1=C(C=C(C=C1)OC(F)(F)F)F (1-bromo-2-fluoro-4-(trifluoromethoxy)benzene), [OH-].[Na+] (NaOH), C(C1=CC=CC=C1)N1C(=C(C(=C1C(F)(F)F)C)B1OC(C(O1)(C)C)(C)C)C(=O)N1CCOCC1 ((1-benzyl-4-methyl-3-(4,4,5,5-tetramethyl-1,3,2-dioxaborolan-2-yl)-5-(trifluoromethyl)-1H-pyrrol-2-yl)(morpholino)methanone). The reagents and catalysts are CC(C)([P](C(C)(C)C)([Pd][P](C(C)(C)C)(C(C)(C)C)C(C)(C)C)C(C)(C)C)C (bis(tri-tert-butylphosphine)palladium). Run in CN(C)C=O (DMF). Conditions: temperature 80 celsius, time 1 hour. Yields the product C(C1=CC=CC=C1)N1C(=C(C(=C1C(F)(F)F)C)C1=C(C=C(C=C1)OC(F)(F)F)F)C(=O)N1CCOCC1 ((1-benzyl-3-(2-fluoro-4-(trifluoromethoxy)phenyl)-4-methyl-5-(trifluoromethyl)-1H-pyrrol-2-yl)(morpholino)methanone). Yield: 66.8%. As a reaction SMILES: [CH2:1]([N:8]1[C:12]([C:13]([F:16])([F:15])[F:14])=[C:11]([CH3:17])[C:10](B2OC(C)(C)C(C)(C)O2)=[C:9]1[C:27]([N:29]1[CH2:34][CH2:33][O:32][CH2:31][CH2:30]1)=[O:28])[C:2]1[CH:7]=[CH:6][CH:5]=[CH:4][CH:3]=1.[Li+].[OH-].Br[C:38]1[CH:43]=[CH:42][C:41]([O:44][C:45]([F:48])([F:47])[F:46])=[CH:40][C:39]=1[F:49].[OH-].[Na+]>CN(C=O)C.CC(C)([P](C(C)(C)C)([Pd][P](C(C)(C)C)(C(C)(C)C)C(C)(C)C)C(C)(C)C)C>[CH2:1]([N:8]1[C:12]([C:13]([F:15])([F:14])[F:16])=[C:11]([CH3:17])[C:10]([C:38]2[CH:43]=[CH:42][C:41]([O:44][C:45]([F:48])([F:47])[F:46])=[CH:40][C:39]=2[F:49])=[C:9]1[C:27]([N:29]1[CH2:30][CH2:31][O:32][CH2:33][CH2:34]1)=[O:28])[C:2]1[CH:7]=[CH:6][CH:5]=[CH:4][CH:3]=1 |f:1.2,4.5,^1:59,65|. Procedure: Under an nitrogen atmosphere (1-benzyl-4-methyl-3-(4,4,5,5-tetramethyl-1,3,2-dioxaborolan-2-yl)-5-(trifluoromethyl)-1H-pyrrol-2-yl)(morpholino)methanone (50 mg, 0.106 mmol) was dissolved in DMF (0.5 mL) and LiOH (2 mg, 0.106 mmol), bis(tri-tert-butylphosphine)palladium (0) (3 mg, 0.007 mmol) and 1-bromo-2-fluoro-4-(trifluoromethoxy)benzene (24 mg, 0.096 mmol) were subsequently added. The reaction mixture was stirred at 80° C. under microwave irridation for 1 h. The mixture was cooled to RT and t... The reactants are ClC1=CC=C2C(=CNC2=C1)C(=O)N1CCC2(CC1)OCC1=C2C=CC=C1 (1′-[(6-chloro-1H-indol-3-yl)carbonyl]-3H-spiro[2-benzofuran-1,4′-piperidine]), BrCC1OC1 (2-bromomethyl-oxirane). Product: ClC1=CC=C2C(=CN(C2=C1)CC1OC1)C(=O)N1CCC2(CC1)OCC1=C2C=CC=C1 (1′-{[6-Chloro-1-(oxiran-2-ylmethyl)-1H-indol-3-yl]carbonyl}-3H-spiro[2-benzofuran-1,4′-piperidine]). Yield: 47.0%. As a reaction SMILES: [Cl:1][C:2]1[CH:10]=[C:9]2[C:5]([C:6]([C:11]([N:13]3[CH2:18][CH2:17][C:16]4([C:22]5[CH:23]=[CH:24][CH:25]=[CH:26][C:21]=5[CH2:20][O:19]4)[CH2:15][CH2:14]3)=[O:12])=[CH:7][NH:8]2)=[CH:4][CH:3]=1.Br[CH2:28][CH:29]1[CH2:31][O:30]1>>[Cl:1][C:2]1[CH:10]=[C:9]2[C:5]([C:6]([C:11]([N:13]3[CH2:18][CH2:17][C:16]4([C:22]5[CH:23]=[CH:24][CH:25]=[CH:26][C:21]=5[CH2:20][O:19]4)[CH2:15][CH2:14]3)=[O:12])=[CH:7][N:8]2[CH2:28][CH:29]2[CH2:31][O:30]2)=[CH:4][CH:3]=1. Procedure: Following the general procedure III as described above, the alkylation of 1′-[(6-chloro-1H-indol-3-yl)carbonyl]-3H-spiro[2-benzofuran-1,4′-piperidine] (prepared according to example 69) with commercially available 2-bromomethyl-oxirane gave the title compound in 47% yield. ES-MS m/e (%): 423.4 (M+H+). Reactants: NC1=C(C=CC=C1)SC[C@@H](NC(=O)OCC1=CC=CC=C1)C(=O)O (S-(o-aminophenyl)-N-carbobenzyloxy-D-cysteine), Cl.CN(CCCN=C=NCC)C (1-(3-dimethylaminopropyl)-3-ethylcarbodiimide hydrochloride), C(C)(=O)OCC (ethyl acetate). The solvent is CN(C)C=O (DMF). Run at time 2 hour. Yields the product C(=O)(OCC1=CC=CC=C1)N[C@@H]1CSC2=C(NC1=O)C=CC=C2 (3(S)-[(Carbobenzyloxy)amino]-2,3-dihydro-1,5-benzothiazepin-4(5H)-one). Isolated yield 53.8%. As a reaction SMILES: [NH2:1][C:2]1[CH:7]=[CH:6][CH:5]=[CH:4][C:3]=1[S:8][CH2:9][C@H:10]([C:22]([OH:24])=O)[NH:11][C:12]([O:14][CH2:15][C:16]1[CH:21]=[CH:20][CH:19]=[CH:18][CH:17]=1)=[O:13].Cl.CN(C)CCCN=C=NCC.C(OCC)(=O)C>CN(C=O)C>[C:12]([NH:11][C@H:10]1[C:22](=[O:24])[NH:1][C:2]2[CH:7]=[CH:6][CH:5]=[CH:4][C:3]=2[S:8][CH2:9]1)([O:14][CH2:15][C:16]1[CH:21]=[CH:20][CH:19]=[CH:18][CH:17]=1)=[O:13] |f:1.2|. Procedure details: A mixture of 13.10 g (37.9 mmol) of S-(o-aminophenyl)-N-carbobenzyloxy-D-cysteine and 7.27 g (37.9 mmol) of 1-(3-dimethylaminopropyl)-3-ethylcarbodiimide hydrochloride in 82 mL of DMF was stirred at room temperature for 2 hours. To this solution was added 330 mL of ethyl acetate. The mixture was extracted 4 times with 200 mL of 1N NaOH. The ethyl acetate solution was dried with magnesium sulfate (MgSO4) and evaporated to a white amorphous residue. The residue was triturated with ether, and the r...